Dataset: the Open Reaction Database (ORD), a public repository of structured organic reaction records. Task: describe an organic reaction: reactants, conditions, products, and yield Reactants: [Si](C1=CC=CC=C1)(C1=CC=CC=C1)(C(C)(C)C)OC[C@@H]1CCC(S1)N1C2=NC(=NC(=C2N=C1)Cl)Cl (9-(5-O-t-Butyldiphenylsilyl-4-thio-2,3-dideoxy-D-ribofuranosyl)-2,6-dichloropurine), N (ammonia). Run at temperature 50 celsius. The product is [Si](C1=CC=CC=C1)(C1=CC=CC=C1)(C(C)(C)C)OC[C@@H]1CCC(S1)N1C2=NC(=NC(=C2N=C1)N)Cl (9-(5-O-t-Butyldiphenylsilyl-4-thio-2,3-dideoxy-D-ribofuranosyl)-2-chloro-6-aminopurine). Yield: 86.0%. RXN SMILES: [Si:1]([O:18][CH2:19][C@H:20]1[S:24][CH:23]([N:25]2[CH:33]=[N:32][C:31]3[C:26]2=[N:27][C:28]([Cl:35])=[N:29][C:30]=3Cl)[CH2:22][CH2:21]1)([C:14]([CH3:17])([CH3:16])[CH3:15])([C:8]1[CH:13]=[CH:12][CH:11]=[CH:10][CH:9]=1)[C:2]1[CH:7]=[CH:6][CH:5]=[CH:4][CH:3]=1.[NH3:36]>>[Si:1]([O:18][CH2:19][C@H:20]1[S:24][CH:23]([N:25]2[CH:33]=[N:32][C:31]3[C:26]2=[N:27][C:28]([Cl:35])=[N:29][C:30]=3[NH2:36])[CH2:22][CH2:21]1)([C:14]([CH3:15])([CH3:17])[CH3:16])([C:2]1[CH:3]=[CH:4][CH:5]=[CH:6][CH:7]=1)[C:8]1[CH:13]=[CH:12][CH:11]=[CH:10][CH:9]=1. Reported procedure: A mixture of 12 (150 mg) and saturated ethanolic ammonia (50 mL) was heated at 50° C. in a glass-lined stainless steel pressure vessel for 48 hours. The reaction mixture was evaporated to dryness to afford a syrup which was purified on two silica gel thick plates (Analtech, GF, 1000 μm) that were developed in 99:1 CHCl3 -MeOH. The product was eluted with CHCl3 and evaporated. The residue was crystallized from EtOAc-cyclohexane to give pure 15 (125 mg, 86%); mp. 123°-125° C.; FAB MS 524 (M+H)+ ; ...